This data is from the Open Reaction Database (ORD), a public repository of structured organic reaction records. The task is: describe an organic reaction: reactants, conditions, products, and yield Starting materials: NC=1C=CC(=C(C1)[C@]1(N=C(COCC1(F)F)N)CC)F ((R)-5-(5-amino-2-fluoro-phenyl)-5-ethyl-6,6-difluoro-2,5,6,7-tetrahydro-[1,4]oxazepin-3-ylamine), ClC=1C(=NN(C1)C(F)F)C=O (4-chloro-1-difluoromethyl-1H-pyrazole-3-carbaldehyde). The product is ClC=1C(=NN(C1)C(F)F)CNC=1C=CC(=C(C1)[C@]1(N=C(COCC1(F)F)N)CC)F ((R)-5-{5-[(4-Chloro-1-difluoromethyl-1H-pyrazol-3-ylmethyl)-amino]-2-fluoro-phenyl}-5-ethyl-6,6-difluoro-2,5,6,7-tetrahydro-[1,4]oxazepin-3-ylamine). Isolated yield 23.2%. Reaction SMILES: [NH2:1][C:2]1[CH:3]=[CH:4][C:5]([F:20])=[C:6]([C@:8]2([CH2:18][CH3:19])[C:14]([F:16])([F:15])[CH2:13][O:12][CH2:11][C:10]([NH2:17])=[N:9]2)[CH:7]=1.[Cl:21][C:22]1[C:23]([CH:30]=O)=[N:24][N:25]([CH:27]([F:29])[F:28])[CH:26]=1>>[Cl:21][C:22]1[C:23]([CH2:30][NH:1][C:2]2[CH:3]=[CH:4][C:5]([F:20])=[C:6]([C@:8]3([CH2:18][CH3:19])[C:14]([F:15])([F:16])[CH2:13][O:12][CH2:11][C:10]([NH2:17])=[N:9]3)[CH:7]=2)=[N:24][N:25]([CH:27]([F:29])[F:28])[CH:26]=1. Procedure details: In an analogous manner as described for example 2 the reductive amination of (R)-5-(5-amino-2-fluoro-phenyl)-5-ethyl-6,6-difluoro-2,5,6,7-tetrahydro-[1,4]oxazepin-3-ylamine (intermediate A10F) (28.7 mg, 100 μmol) and 4-chloro-1-difluoromethyl-1H-pyrazole-3-carbaldehyde (19.9 mg, 110 μmol) yielded the title compound (10.5 mg, 23.2%) as a colorless oil. MS (ISP): m/z=452.1 [M+H]+and 454.1 [(M+2+H)+]. Product: CC(c1cccnc1)N(CCN1CCOCC1)CCC(C)(C)C. Reaction conditions: temperature 70 celsius, time 16 hour. Starting materials: CC(Cl)c1cccnc1, CC(C)(C)CCNCCN1CCOCC1. The reagents and catalysts are O=C([O-])[O-].[Cs+].[Cs+] (cesium carbonate), [I-].[K+] (potassium iodide). Run in CN(C)C=O (DMF), CN(C)C=O (dmf), CN(C)C=O (DMF). Reactants: CN(C)C=O, CN(C(=O)OC(C)(C)C)c1cc(Cl)ccc1[N+](=O)[O-], [H-], [Na+], Oc1ccc(S)cc1. The product is CN(C(=O)OC(C)(C)C)c1cc(Sc2ccc(O)cc2)ccc1[N+](=O)[O-]. RXN SMILES: [CH3:30][N:31]([CH3:32])[CH:33]=[O:34].[Cl:9][c:10]1[cH:11][cH:12][c:13]([N+:25](=[O:26])[O-:27])[c:14]([N:16]([C:17]([O:18][C:19]([CH3:20])([CH3:21])[CH3:22])=[O:23])[CH3:24])[cH:15]1.[H-:28].[Na+:29].[OH:1][c:2]1[cH:3][cH:4][c:5]([SH:8])[cH:6][cH:7]1>>[OH:1][c:2]1[cH:3][cH:4][c:5]([S:8][c:10]2[cH:11][cH:12][c:13]([N+:25](=[O:26])[O-:27])[c:14]([N:16]([C:17]([O:18][C:19]([CH3:20])([CH3:21])[CH3:22])=[O:23])[CH3:24])[cH:15]2)[cH:6][cH:7]1. The reactants are FC(OC1=CC=C(C=C1)S(=O)(=O)CC1=CC=C(C=C1)CC(=O)N)(F)F (2-[4-(4-trifluoromethoxy-benzenesulfonylmethyl)-phenyl]-acetamide), Cl (HCl), B.CSC (borane dimethylsulfid). Run in O1CCCC1 (tetrahydrofuran), C(C)O (ethanol). Conditions: time 15 minute. The product is FC(OC1=CC=C(C=C1)S(=O)(=O)CC1=CC=C(C=C1)CCN)(F)F (2-[4-(4-trifluoromethoxy-benzenesulfonylmethyl)-phenyl]-ethylamine), Cl (HCl). The yield is 84.7%. Reaction SMILES: [F:1][C:2]([F:25])([F:24])[O:3][C:4]1[CH:9]=[CH:8][C:7]([S:10]([CH2:13][C:14]2[CH:19]=[CH:18][C:17]([CH2:20][C:21]([NH2:23])=O)=[CH:16][CH:15]=2)(=[O:12])=[O:11])=[CH:6][CH:5]=1.B.CSC.[ClH:30]>O1CCCC1.C(O)C>[F:25][C:2]([F:1])([F:24])[O:3][C:4]1[CH:5]=[CH:6][C:7]([S:10]([CH2:13][C:14]2[CH:19]=[CH:18][C:17]([CH2:20][CH2:21][NH2:23])=[CH:16][CH:15]=2)(=[O:12])=[O:11])=[CH:8][CH:9]=1.[ClH:30] |f:1.2|. Reported procedure: A solution of 2-[4-(4-trifluoromethoxy-benzenesulfonylmethyl)-phenyl]-acetamide (1.36 g, 3.64 mmol) in tetrahydrofuran (30 ml) was refluxed and a solution of borane-dimethylsulfid complex (2M in tetrahydrofuran, 9.11 mmol) was added. The mixture was refluxed for 2 h. The mixture was allowed to come to room temperature and was adjusted to pH=1 using a solution of HCl in ethanol (2M). After stirring the mixture for 15 min the solvents were evaporated under reduced pressure. A slurry of the resulti... Starting materials: [Al+3], CCOC(=O)c1cn(Cc2ccccc2)nc1OCc1ccc(OCc2nc(-c3ccco3)oc2C)nc1, CCOC(C)=O, [H-], [H-], [H-], [H-], [Li+], [Na+], [Na+], C1CCOC1, O, O, O, O, O, O, O, O, O, O, O=S(=O)([O-])[O-]. Yields the product Cc1oc(-c2ccco2)nc1COc1ccc(COc2nn(Cc3ccccc3)cc2CO)cn1. Reaction SMILES: [Al+3:40].[CH2:1]([c:2]1[cH:3][cH:4][cH:5][cH:6][cH:7]1)[n:8]1[n:9][c:10]([O:18][CH2:19][c:20]2[cH:21][n:22][c:23]([O:26][CH2:27][c:28]3[n:29][c:30](-[c:34]4[o:35][cH:36][cH:37][cH:38]4)[o:31][c:32]3[CH3:33])[cH:24][cH:25]2)[c:11]([C:13](=[O:14])[O:15][CH2:16][CH3:17])[cH:12]1.[CH3:67][CH2:68][O:69][C:70](=[O:71])[CH3:72].[H-:39].[H-:42].[H-:43].[H-:44].[Li+:41].[Na+:60].[Na+:61].[O:62]1[CH2:63][CH2:64][CH2:65][CH2:66]1.[OH2:45].[OH2:46].[OH2:47].[OH2:48].[OH2:49].[OH2:50].[OH2:51].[OH2:52].[OH2:53].[OH2:54].[S:55]([O-:56])([O-:57])(=[O:58])=[O:59]>>[CH2:1]([c:2]1[cH:3][cH:4][cH:5][cH:6][cH:7]1)[n:8]1[n:9][c:10]([O:18][CH2:19][c:20]2[cH:21][n:22][c:23]([O:26][CH2:27][c:28]3[n:29][c:30](-[c:34]4[o:35][cH:36][cH:37][cH:38]4)[o:31][c:32]3[CH3:33])[cH:24][cH:25]2)[c:11]([CH2:13][OH:14])[cH:12]1. Reactants: O=C1COCC(c2cc(Br)ccc2F)(C(F)F)N1, C1CCOC1, ClCCl, N, O. Product: NC1=NC(c2cc(Br)ccc2F)(C(F)F)COC1. RXN SMILES: [Br:1][c:2]1[cH:3][cH:4][c:5]([F:18])[c:6]([C:8]2([CH:15]([F:16])[F:17])[NH:9][C:10](=[O:14])[CH2:11][O:12][CH2:13]2)[cH:7]1.[CH2:24]1[O:25][CH2:26][CH2:27][CH2:28]1.[Cl:21][CH2:22][Cl:23].[NH3:19].[OH2:20]>>[Br:1][c:2]1[cH:3][cH:4][c:5]([F:18])[c:6]([C:8]2([CH:15]([F:16])[F:17])[N:9]=[C:10]([NH2:19])[CH2:11][O:12][CH2:13]2)[cH:7]1. Starting materials: CS(C)=O, CCOC(=O)c1cn(C)c2nc3cc(F)c(F)cc3cc2c1=O, NC1CCCCC1. Yields the product CCOC(=O)c1cn(C)c2nc3cc(NC4CCCCC4)c(F)cc3cc2c1=O. RXN SMILES: [CH3:31][S:32](=[O:33])[CH3:34].[F:1][c:2]1[cH:3][c:4]2[c:5]([n:6][c:7]3[n:8]([CH3:20])[cH:9][c:10]([C:15](=[O:16])[O:17][CH2:18][CH3:19])[c:11](=[O:14])[c:12]3[cH:13]2)[cH:21][c:22]1[F:23].[NH2:24][CH:25]1[CH2:26][CH2:27][CH2:28][CH2:29][CH2:30]1>>[F:1][c:2]1[cH:3][c:4]2[c:5]([n:6][c:7]3[n:8]([CH3:20])[cH:9][c:10]([C:15](=[O:16])[O:17][CH2:18][CH3:19])[c:11](=[O:14])[c:12]3[cH:13]2)[cH:21][c:22]1[NH:24][CH:25]1[CH2:26][CH2:27][CH2:28][CH2:29][CH2:30]1. The solvent is C(Cl)(Cl)(Cl)Cl (carbon tetrachloride). Run at temperature 90 celsius, time 5 hour. Reactants: BrN1C(CCC1=O)=O (N-bromosuccinimide), N(=NC(C#N)(C)C)C(C#N)(C)C (azobisisobutyronitrile), CC1=NC2=CC=CC=C2C(=C1)C(=O)OC(C)(C)C (tert-butyl 2-methylquinoline-4-carboxylate). As a reaction SMILES: [CH3:1][C:2]1[CH:11]=[C:10]([C:12]([O:14][C:15]([CH3:18])([CH3:17])[CH3:16])=[O:13])[C:9]2[C:4](=[CH:5][CH:6]=[CH:7][CH:8]=2)[N:3]=1.[Br:19]N1C(=O)CCC1=O.N(C(C)(C)C#N)=NC(C)(C)C#N>C(Cl)(Cl)(Cl)Cl>[Br:19][CH2:1][C:2]1[CH:11]=[C:10]([C:12]([O:14][C:15]([CH3:18])([CH3:17])[CH3:16])=[O:13])[C:9]2[C:4](=[CH:5][CH:6]=[CH:7][CH:8]=2)[N:3]=1. Yields the product BrCC1=NC2=CC=CC=C2C(=C1)C(=O)OC(C)(C)C (tert-butyl 2-(bromomethyl)quinoline-4-carboxylate). Yield: 42.9%. Procedure details: To a mixture of tert-butyl 2-methylquinoline-4-carboxylate (4.61 g) and carbon tetrachloride (50.0 mL) were added N-bromosuccinimide (3.71 g) and azobisisobutyronitrile (156 mg), followed by stirring at 90° C. for 5 hours. The reaction suspension was filtered, and the filtrate was concentrated under reduced pressure. The residue was purified by silica gel column chromatography (hexane-ethyl acetate) to obtain tert-butyl 2-(bromomethyl)quinoline-4-carboxylate (2.62 g). Starting materials: CC#N, [Cl-], Cl, CC(C)(C)ON=O, N#Cc1c(N)ccc2ccccc12. Product: N#Cc1c(Cl)ccc2ccccc12. Reaction SMILES: [CH3:23][C:24]#[N:25].[Cl-:8].[ClH:22].[N:1]([O:2][C:3]([CH3:4])([CH3:5])[CH3:6])=[O:7].[NH2:9][c:10]1[c:11]([C:20]#[N:21])[c:12]2[cH:13][cH:14][cH:15][cH:16][c:17]2[cH:18][cH:19]1>>[Cl:8][c:10]1[c:11]([C:20]#[N:21])[c:12]2[cH:13][cH:14][cH:15][cH:16][c:17]2[cH:18][cH:19]1.